From a dataset of the Open Reaction Database (ORD), a public repository of structured organic reaction records. describe an organic reaction: reactants, conditions, products, and yield The reactants are ClC1=CC(=C(N=N1)C(=O)OC)NC1=NC=C(C=C1)S(=O)(=O)C (Methyl 6-chloro-4-(5-(methylsulfonyl)pyridin-2-ylamino)pyridazine-3-carboxylate), N (ammonia). Conditions: time 18 hour. Product: ClC1=CC(=C(N=N1)C(=O)N)NC1=NC=C(C=C1)S(=O)(=O)C (6-chloro-4-(5-(methylsulfonyl)pyridin-2-ylamino)pyridazine-3-carboxamide). Yield: 101.1%. RXN SMILES: [Cl:1][C:2]1[N:7]=[N:6][C:5]([C:8](OC)=[O:9])=[C:4]([NH:12][C:13]2[CH:18]=[CH:17][C:16]([S:19]([CH3:22])(=[O:21])=[O:20])=[CH:15][N:14]=2)[CH:3]=1.[NH3:23]>>[Cl:1][C:2]1[N:7]=[N:6][C:5]([C:8]([NH2:23])=[O:9])=[C:4]([NH:12][C:13]2[CH:18]=[CH:17][C:16]([S:19]([CH3:22])(=[O:21])=[O:20])=[CH:15][N:14]=2)[CH:3]=1. Reported procedure: Methyl 6-chloro-4-(5-(methylsulfonyl)pyridin-2-ylamino)pyridazine-3-carboxylate (62 mg, 0.181 mmol) was suspended in ammonia (7M in methanol, 3.94 g, 5 mL, 35.0 mmol). The reaction vessel was sealed. After 18 h, the mixture was concentrated in vacuo to give 6-chloro-4-(5-(methylsulfonyl)pyridin-2-ylamino)pyridazine-3-carboxamide (60 mg, 100%) as an off-white solid that was used directly in the next step without further purification. Reactants: Cc1cc(C)cc(OCC(=O)O)c1, O=S(Cl)Cl, c1ccccc1. The product is Cc1cc(C)cc(OCC(=O)Cl)c1. As a reaction SMILES: [CH3:1][c:2]1[cH:3][c:4]([O:5][CH2:6][C:7](=[O:8])[OH:9])[cH:10][c:11]([CH3:13])[cH:12]1.[S:14]([Cl:15])([Cl:16])=[O:17].[cH:18]1[cH:19][cH:20][cH:21][cH:22][cH:23]1>>[CH3:1][c:2]1[cH:3][c:4]([O:5][CH2:6][C:7](=[O:8])[Cl:16])[cH:10][c:11]([CH3:13])[cH:12]1.